Task: describe an organic reaction: reactants, conditions, products, and yield. Dataset: the Open Reaction Database (ORD), a public repository of structured organic reaction records The reactants are N#CC1=CC=C(N1C)C. Reagents/catalysts: O1BOC(C)(C)C1(C)C, N=1C=CC(=CC1C=2N=CC=C(C2)C(C)(C)C)C(C)(C)C, C[OH2+].C[OH2+].C1CC=CCCC=C1.C1CC=CCCC=C1.[Ir].[Ir]. Solvent: O1CCCC1. Run at temperature 25 celsius, time 16 hour. Product: N#CC1=C(C=C(N1C)C)B2OC(C)(C)C(O2)(C)C, N#CC1=CC(B2OC(C)(C)C(O2)(C)C)=C(N1C)C. The yield is 14.0%. Starting materials: NCC(O)COc1ccc(O)cc1, O=C1CCN(c2ccc(NS(=O)(=O)c3ccc(-c4ccccn4)s3)cc2)CC1. Product: O=S(=O)(Nc1ccc(N2CCC(NCC(O)COc3ccc(O)cc3)CC2)cc1)c1ccc(-c2ccccn2)s1. Reaction SMILES: [NH2:29][CH2:30][CH:31]([CH2:32][O:33][c:34]1[cH:35][cH:36][c:37]([OH:40])[cH:38][cH:39]1)[OH:41].[O:1]=[C:2]1[CH2:3][CH2:4][N:5]([c:8]2[cH:9][cH:10][c:11]([NH:14][S:15](=[O:16])(=[O:17])[c:18]3[s:19][c:20](-[c:23]4[n:24][cH:25][cH:26][cH:27][cH:28]4)[cH:21][cH:22]3)[cH:12][cH:13]2)[CH2:6][CH2:7]1>>[CH:2]1([NH:29][CH2:30][CH:31]([CH2:32][O:33][c:34]2[cH:35][cH:36][c:37]([OH:40])[cH:38][cH:39]2)[OH:41])[CH2:3][CH2:4][N:5]([c:8]2[cH:9][cH:10][c:11]([NH:14][S:15](=[O:16])(=[O:17])[c:18]3[s:19][c:20](-[c:23]4[n:24][cH:25][cH:26][cH:27][cH:28]4)[cH:21][cH:22]3)[cH:12][cH:13]2)[CH2:6][CH2:7]1.